This data is from the Open Reaction Database (ORD), a public repository of structured organic reaction records. The task is: describe an organic reaction: reactants, conditions, products, and yield Reactants: N1=CC=CC=C1 (pyridine), ClC(=O)OCC(C)C (isobutyl chloroformate), C(=O)(O)C1=CC=C(C=C1)C1=C2C=CC(C(=C3C=CC(=C(C=4C=CC(=C(C5=CC=C1N5)C5=CC=C(C=C5)C(=O)O)N4)C4=CC=C(C=C4)C(=O)O)N3)C3=CC=C(C=C3)C(=O)O)=N2 (tetra(4-carboxyphenyl)porphine). The solvent is CS(=O)C (DMSO), CS(=O)C (DMSO). The product is C12=CC=C(N1)C=C1C=CC(=N1)C=C1C=CC(N1)=CC=1C=CC(N1)=C2 (Porphyrin). As a reaction SMILES: C(C1C=CC([C:10]2[C:29]3[NH:30][C:26](=[CH:27][CH:28]=3)[C:25](C3C=CC(C(O)=O)=CC=3)=[C:24]3[N:40]=[C:21]([CH:22]=[CH:23]3)[C:20](C3C=CC(C(O)=O)=CC=3)=[C:19]3[NH:50][C:16]([CH:17]=[CH:18]3)=[C:15](C3C=CC(C(O)=O)=CC=3)[C:14]3=[N:60][C:11]=2[CH:12]=[CH:13]3)=CC=1)(O)=O.N1C=CC=CC=1.ClC(OCC(C)C)=O>CS(C)=O>[C:26]12[CH:25]=[C:24]3[N:40]=[C:21]([CH:22]=[CH:23]3)[CH:20]=[C:19]3[NH:50][C:16]([CH:17]=[CH:18]3)=[CH:15][C:14]3=[N:60][C:11]([CH:12]=[CH:13]3)=[CH:10][C:29]([NH:30]1)=[CH:28][CH:27]=2. Procedure details: The synthesis was performed in a three-necked flask under nitrogen. 50 mg of mezo-tetra(4-carboxyphenyl)porphine (4CP) was dissolved in 5 ml of dry DMSO, the catalysts, i.e. 120 μl of pyridine and 30 μl of isobutyl chloroformate, were added and after 5 minutes a suspension of 0.5 g Cloisite 30 B in 15 ml of dry DMSO was added. The reaction mixture was mixed at 70° C. for 4 hours. The product obtained was filtered on a Buchner funnel with a sintered glass disc and washed with methanol till the tr... The reactants are ClC1=NC=C(C(=N1)Cl)I (2,4-dichloro-5-iodopyrimidine), CC1(OB(OC1(C)C)C=1SC=CC1)C (4,4,5,5-tetramethyl-2-(2-thienyl)-1,3,2-dioxaborolane), C(CO)O (1,2-ethandiol). The product is ClC1=NC=C(C(=N1)OCCO)C=1SC=CC1 (2-(2-Chloro-5-thiophen-2-yl-pyrimidin-4-yloxy)-ethanol). RXN SMILES: [Cl:1][C:2]1[N:7]=[C:6](Cl)[C:5](I)=[CH:4][N:3]=1.CC1(C)C(C)(C)OB([C:18]2[S:19][CH:20]=[CH:21][CH:22]=2)O1.[CH2:24]([OH:27])[CH2:25][OH:26]>>[Cl:1][C:2]1[N:7]=[C:6]([O:26][CH2:25][CH2:24][OH:27])[C:5]([C:18]2[S:19][CH:20]=[CH:21][CH:22]=2)=[CH:4][N:3]=1. Procedure details: Preparation according to procedures 4b and 3 with the use of 2,4-dichloro-5-iodopyrimidine, 1,2-ethandiol and 4,4,5,5-tetramethyl-2-(2-thienyl)-1,3,2-dioxaborolane.